From a dataset of the Open Reaction Database (ORD), a public repository of structured organic reaction records. describe an organic reaction: reactants, conditions, products, and yield The reactants are ClC1=CC=C(S1)CCl (5-chloro-2-chloromethylthiophene), ice, C(C=C)[Mg]Br (allyl magnesium bromide), C(C=C)Br (allyl bromide). The solvent is CCOCC (ether), CCOCC (ether). Yields the product ClC1=CC=C(S1)CCC=C (4-(5-chloro-2-thienyl)-1-butene). Yield: 195.9%. RXN SMILES: [CH2:1]([Mg]Br)[CH:2]=[CH2:3].C(Br)C=C.[Cl:10][C:11]1[S:15][C:14]([CH2:16]Cl)=[CH:13][CH:12]=1>CCOCC>[Cl:10][C:11]1[S:15][C:14]([CH2:16][CH2:3][CH:2]=[CH2:1])=[CH:13][CH:12]=1. Procedure details: A solution of allyl magnesium bromide (from 14.6 g of magnesium and 24.2 g (0.2 M) of allyl bromide) in 100 ml ether is added dropwise with stirring to 29.9 g of 5-chloro-2-chloromethylthiophene in 10 ml ether over half an hour and the resulting mixture heated under reflux overnight. The mixture is then poured into 300 ml ice cold dilute sulfuric acid, the ether layer separated and the aqueous phase extracted with 200 ml of ether. The combined ethereal solutions are washed with aqueous potassium... Reactants: Cl (hydrochloric acid), C(C)OP(OCC)Cl (Diethylchlorophosphite), O (water), C(CC1=CC=CC=C1)[Mg]Cl (Phenethylmagnesium chloride). The solvent is C(C)OCC (diethyl ether). Conditions: temperature 5 celsius, time 8 hour. Yields the product C(CC1=CC=CC=C1)P(O)=O (phenethylphosphinic acid). Yield: 57.6%. Reaction SMILES: C([O:3][P:4](Cl)[O:5]CC)C.[CH2:9]([Mg]Cl)[CH2:10][C:11]1[CH:16]=[CH:15][CH:14]=[CH:13][CH:12]=1.O.Cl>C(OCC)C>[CH2:9]([PH:4](=[O:3])[OH:5])[CH2:10][C:11]1[CH:16]=[CH:15][CH:14]=[CH:13][CH:12]=1. Procedure: Diethylchlorophosphite (15.6 g,0.1 mol) in 100 mL of dry diethyl ether was cooled to 5° C. under an atmosphere of nitrogen. Phenethylmagnesium chloride (100 mL, 0.1 mol, 1.0 M in THF) was added dropwise over 2 hours while maintaining a temperature between 0-10° C. A thick white slurry formed and stirred at room temperature overnight. The mixture was filtered under a nitrogen atmosphere and the filtrate evaporated under reduced pressure to give a clear and colorless liquid. The liquid was stirred... Reactants: FC(C1=CC=C(C=C1)C=1N=CC(=NC1)CO)(F)F ([5-(4-trifluoromethyl-phenyl)-pyrazin-2-yl]-methanol), O=S(Cl)Cl (SOCl2). Run in C(Cl)Cl (CH2Cl2). Run at time 6 hour. Product: ClCC1=NC=C(N=C1)C1=CC=C(C=C1)C(F)(F)F (2-Chloromethyl-5-(4-trifluoromethyl-phenyl)-pyrazine). Reaction SMILES: [F:1][C:2]([F:18])([F:17])[C:3]1[CH:8]=[CH:7][C:6]([C:9]2[N:10]=[CH:11][C:12]([CH2:15]O)=[N:13][CH:14]=2)=[CH:5][CH:4]=1.O=S(Cl)[Cl:21]>C(Cl)Cl>[Cl:21][CH2:15][C:12]1[CH:11]=[N:10][C:9]([C:6]2[CH:7]=[CH:8][C:3]([C:2]([F:18])([F:17])[F:1])=[CH:4][CH:5]=2)=[CH:14][N:13]=1. Procedure: 0.20 g (0.79 mmol) of the above prepared [5-(4-trifluoromethyl-phenyl)-pyrazin-2-yl]-methanol was dissolved in 8 ml of CH2Cl2 and treated dropwise at 0° C. with 0.11 ml (2 eq.) of SOCl2. The reaction mixture was kept at 0° C. for 1 h, at RT for 18 h and 6 h at 30° C. Evaporation of the solvents and dissolution in ether and heptane with consecutive evaporation afforded 0.21 g of pure title compound as light brown solid. Starting materials: OC1CCN(Cc2ccccc2)C1, CN(C)C=O, COC(C)(C)C, Clc1ccc(-c2c3ncnc(Cl)c3nn2-c2ccccc2Cl)cc1, [H-], [Na+]. Product: Clc1ccc(-c2c3ncnc(OC4CCN(Cc5ccccc5)C4)c3nn2-c2ccccc2Cl)cc1. Reaction SMILES: [CH2:3]([c:4]1[cH:5][cH:6][cH:7][cH:8][cH:9]1)[N:10]1[CH2:11][CH:12]([OH:15])[CH2:13][CH2:14]1.[CH3:40][N:41]([CH3:42])[CH:43]=[O:44].[CH3:45][O:46][C:47]([CH3:48])([CH3:49])[CH3:50].[Cl:16][c:17]1[c:18]2[c:19]([n:20][cH:21][n:22]1)[c:23](-[c:33]1[cH:34][cH:35][c:36]([Cl:39])[cH:37][cH:38]1)[n:24](-[c:26]1[c:27]([Cl:32])[cH:28][cH:29][cH:30][cH:31]1)[n:25]2.[H-:1].[Na+:2]>>[CH2:3]([c:4]1[cH:5][cH:6][cH:7][cH:8][cH:9]1)[N:10]1[CH2:11][CH:12]([O:15][c:17]2[c:18]3[c:19]([n:20][cH:21][n:22]2)[c:23](-[c:33]2[cH:34][cH:35][c:36]([Cl:39])[cH:37][cH:38]2)[n:24](-[c:26]2[c:27]([Cl:32])[cH:28][cH:29][cH:30][cH:31]2)[n:25]3)[CH2:13][CH2:14]1. The reactants are NC1=CC2=C(OC=C2)C=C1 (5-aminobenzo[b]furan), C=O (formaldehyde), C(C)(=O)O (acetic acid), C(#N)[BH3-].[Na+] (sodium cyanoborohydride). Run in CC#N (CH3CN). The product is CN(C1=CC2=C(OC=C2)C=C1)C (5-(Dimethyl)aminobenzo[b]furan). Reaction SMILES: N[C:2]1[CH:10]=[CH:9][C:5]2[O:6][CH:7]=[CH:8][C:4]=2[CH:3]=1.C=O.[C:13]([BH3-])#[N:14].[Na+].[C:17](O)(=O)C>CC#N>[CH3:17][N:14]([CH3:13])[C:2]1[CH:10]=[CH:9][C:5]2[O:6][CH:7]=[CH:8][C:4]=2[CH:3]=1 |f:2.3|. Reported procedure: To a stirred solution of 5-aminobenzo[b]furan in CH3CN is added 37% aqueous formaldehyde followed by sodium cyanoborohydride and glacial acetic acid to give the title compound. Reactants: CCOC(C)=O, ClCc1noc(-c2nccs2)n1, O=C(OC1CN2CCC1CC2)C(Nc1cccc(F)c1)c1ccccc1. Yields the product [Cl-], O=C(OC1C[N+]2(Cc3noc(-c4nccs4)n3)CCC1CC2)C(Nc1cccc(F)c1)c1ccccc1. RXN SMILES: [CH3:39][CH2:40][O:41][C:42]([CH3:43])=[O:44].[Cl:27][CH2:28][c:29]1[n:30][o:31][c:32](-[c:34]2[s:35][cH:36][cH:37][n:38]2)[n:33]1.[F:1][c:2]1[cH:3][c:4]([NH:8][CH:9]([C:10](=[O:11])[O:12][CH:13]2[CH2:14][N:15]3[CH2:16][CH2:17][CH:18]2[CH2:19][CH2:20]3)[c:21]2[cH:22][cH:23][cH:24][cH:25][cH:26]2)[cH:5][cH:6][cH:7]1>>[Cl-:27].[F:1][c:2]1[cH:3][c:4]([NH:8][CH:9]([C:10](=[O:11])[O:12][CH:13]2[CH2:14][N+:15]3([CH2:28][c:29]4[n:30][o:31][c:32](-[c:34]5[s:35][cH:36][cH:37][n:38]5)[n:33]4)[CH2:16][CH2:17][CH:18]2[CH2:19][CH2:20]3)[c:21]2[cH:22][cH:23][cH:24][cH:25][cH:26]2)[cH:5][cH:6][cH:7]1. Starting materials: C1(=CC=CC=C1)CCCN (3-phenylpropan-1-amine), C1N(CC=2C=NC=CC21)C(=O)N[C@@H]2C[C@H](C2)C(=O)O (trans-3-(2,3-dihydro-1H-pyrrolo[3,4-c]pyridine-2-carboxamido)cyclobutanecarboxylic acid), C1N(CC2=CC=CC=C12)C(=O)NC1=CC=C(C(=O)O)C=C1 (4-(isoindoline-2-carboxamido)benzoic acid). Product: C1(=CC=CC=C1)CCNC(=O)[C@@H]1C[C@H](C1)NC(=O)N1CC=2C=NC=CC2C1 (N-{trans-3-[(2-phenylethyl)carbamoyl]cyclobutyl}-1,3-dihydro-2H-pyrrolo[3,4-c]pyridine-2-carboxamide). RXN SMILES: [C:1]1([CH2:7][CH2:8]CN)[CH:6]=[CH:5][CH:4]=[CH:3][CH:2]=1.[CH2:11]1[C:19]2[CH:18]=[CH:17][N:16]=[CH:15][C:14]=2[CH2:13][N:12]1[C:20]([NH:22][C@H:23]1[CH2:26][C@H:25]([C:27]([OH:29])=O)[CH2:24]1)=[O:21].C1C2C(=CC=CC=2)C[N:31]1C(NC1C=CC(C(O)=O)=CC=1)=O>>[C:1]1([CH2:7][CH2:8][NH:31][C:27]([C@H:25]2[CH2:26][C@H:23]([NH:22][C:20]([N:12]3[CH2:11][C:19]4[CH:18]=[CH:17][N:16]=[CH:15][C:14]=4[CH2:13]3)=[O:21])[CH2:24]2)=[O:29])[CH:2]=[CH:3][CH:4]=[CH:5][CH:6]=1. Procedure details: The title compound was prepared as described in Example 1C, substituting 2-phenylethylamine for 3-phenylpropan-1-amine and trans-3-(2,3-dihydro-1H-pyrrolo[3,4-c]pyridine-2-carboxamido)cyclobutanecarboxylic acid for 4-(isoindoline-2-carboxamido)benzoic acid. 1H NMR (400 MHz, DMSO-d6) δ ppm 8.56 (s, 1H), 8.47 (d, J=5.0 Hz, 1H), 7.80 (t, J=5.6 Hz, 1H), 7.39 (d, J=5.1 Hz, 1H), 7.33-7.24 (m, 2H), 7.23-7.16 (m, 3H), 6.57 (d, J=7.6 Hz, 1H), 4.65-4.58 (m, 4H), 4.38-4.24 (m, 1H), 3.33-3.23 (m, 2H), 2.84-...